Task: describe an organic reaction: reactants, conditions, products, and yield. Dataset: the Open Reaction Database (ORD), a public repository of structured organic reaction records Reactants: ClC=1C=NC=2N(C1)N=C(C2)C(=O)O (6-chloro-pyrazolo[1,5-a]pyrimidine-2-carboxylic acid), CC1NCCC2=CC=C(C=C12)N1CCCC1 (1-Methyl-7-pyrrolidin-1-yl-1,2,3,4-tetrahydro-isoquinoline). Yields the product ClC=1C=NC=2N(C1)N=C(C2)C(=O)N2C(C1=CC(=CC=C1CC2)N2CCCC2)C ((6-Chloro-pyrazolo[1,5-a]pyrimidin-2-yl)-(1-methyl-7-pyrrolidin-1-yl-3,4-dihydro-1H-isoquinolin-2-yl)-methanone). As a reaction SMILES: [Cl:1][C:2]1[CH:3]=[N:4][C:5]2[N:6]([N:8]=[C:9]([C:11]([OH:13])=O)[CH:10]=2)[CH:7]=1.[CH3:14][CH:15]1[C:24]2[C:19](=[CH:20][CH:21]=[C:22]([N:25]3[CH2:29][CH2:28][CH2:27][CH2:26]3)[CH:23]=2)[CH2:18][CH2:17][NH:16]1>>[Cl:1][C:2]1[CH:3]=[N:4][C:5]2[N:6]([N:8]=[C:9]([C:11]([N:16]3[CH2:17][CH2:18][C:19]4[C:24](=[CH:23][C:22]([N:25]5[CH2:29][CH2:28][CH2:27][CH2:26]5)=[CH:21][CH:20]=4)[CH:15]3[CH3:14])=[O:13])[CH:10]=2)[CH:7]=1. Reported procedure: In close analogy to the procedure described in Example 1, 6-chloro-pyrazolo[1,5-a]pyrimidine-2-carboxylic acid is reacted 1-Methyl-7-pyrrolidin-1-yl-1,2,3,4-tetrahydro-isoquinoline to provide the title compound in moderate yield. The reactants are N (NH3), OO (hydrogen peroxide), C(C)OC(C)=C(C#N)C#N (2-(1-ethoxy-ethylidene)-malononitrile), CC(CCCCCC)NN ((1-methyl-heptyl)-hydrazine). Run in CO (methanol), C(C)O (ethanol). Reaction conditions: time 65 hour. Yields the product NC1=C(C(=NN1C(C)CCCCCC)C)C(=O)N (5-Amino-3-methyl-1-(2-octyl)-1-H-pyrazole-4-carboxamide). Reaction SMILES: C(O[C:4](=[C:6]([C:9]#[N:10])[C:7]#[N:8])[CH3:5])C.[CH3:11][CH:12]([NH:19][NH2:20])[CH2:13][CH2:14][CH2:15][CH2:16][CH2:17][CH3:18].N.[OH:22]O>CO.C(O)C>[NH2:8][C:7]1[N:19]([CH:12]([CH2:13][CH2:14][CH2:15][CH2:16][CH2:17][CH3:18])[CH3:11])[N:20]=[C:4]([CH3:5])[C:6]=1[C:9]([NH2:10])=[O:22]. Reported procedure: 4.72 g (34.66 mmol) of 2-(1-ethoxy-ethylidene)-malononitrile and 5.00 g (34.66 mmol) of (1-methyl-heptyl)-hydrazine are refluxed for 4 hours in 40 ml of methanol. After the solvent has been removed in vacuo, 8.23 g of a red oil are obtained. This is dissolved in 250 ml of ethanol and, after 300 ml of concentrated NH3 solution (25% strength) and 70 ml of hydrogen peroxide solution (30% strength) have been added, the solution is stirred for 65 hours at room temperature. After the non-aqueous solve... The reactants are [BH4-], CO, O=c1c(C2=NS(=O)(=O)c3ccccc3N2)c(O)c2ccccc2n1N=Cc1ccc(Cl)s1, Cl, [Li+], C1CCOC1, O. Product: O=c1c(C2=NS(=O)(=O)c3ccccc3N2)c(O)c2ccccc2n1NCc1ccc(Cl)s1. RXN SMILES: [BH4-:35].[CH3:33][OH:34].[Cl:1][c:2]1[cH:3][cH:4][c:5]([CH:7]=[N:8][n:9]2[c:10](=[O:32])[c:11]([C:20]3=[N:21][S:22](=[O:30])(=[O:31])[c:23]4[c:24]([cH:26][cH:27][cH:28][cH:29]4)[NH:25]3)[c:12]([OH:19])[c:13]3[cH:14][cH:15][cH:16][cH:17][c:18]23)[s:6]1.[ClH:37].[Li+:36].[O:38]1[CH2:39][CH2:40][CH2:41][CH2:42]1.[OH2:43]>>[Cl:1][c:2]1[cH:3][cH:4][c:5]([CH2:7][NH:8][n:9]2[c:10](=[O:32])[c:11]([C:20]3=[N:21][S:22](=[O:30])(=[O:31])[c:23]4[c:24]([cH:26][cH:27][cH:28][cH:29]4)[NH:25]3)[c:12]([OH:19])[c:13]3[cH:14][cH:15][cH:16][cH:17][c:18]23)[s:6]1. The reactants are BrN1C(CCC1=O)=O (N-bromosuccinimide), C(C1=CC=CC=C1)(=O)OOC(C1=CC=CC=C1)=O (benzoylperoxide), FC(C(CC(C)(C)C1=C(C=CC=C1)OC)=O)(F)F (1,1,1-trifluoro-4-(2-methoxyphenyl)-4-methylpentan-2-one). The solvent is C(Cl)(Cl)(Cl)Cl (carbon tetrachloride). The product is FC(C(CC(C)(C)C1=C(C=CC(=C1)Br)OC)=O)(F)F (1,1,1-trifluoro-4-(5-bromo-2-methoxyphenyl)-4-methylpentan-2-one). As a reaction SMILES: [Br:1]N1C(=O)CCC1=O.C(OOC(=O)C1C=CC=CC=1)(=O)C1C=CC=CC=1.[F:27][C:28]([F:44])([F:43])[C:29](=[O:42])[CH2:30][C:31]([C:34]1[CH:39]=[CH:38][CH:37]=[CH:36][C:35]=1[O:40][CH3:41])([CH3:33])[CH3:32]>C(Cl)(Cl)(Cl)Cl>[F:27][C:28]([F:43])([F:44])[C:29](=[O:42])[CH2:30][C:31]([C:34]1[CH:39]=[C:38]([Br:1])[CH:37]=[CH:36][C:35]=1[O:40][CH3:41])([CH3:33])[CH3:32]. Reported procedure: A mixture of N-bromosuccinimide (6.84 g, 38.42 mmol), benzoylperoxide (catalytic amount) and 1,1,1-trifluoro-4-(2-methoxyphenyl)-4-methylpentan-2-one (10.0 g, 38.42 mmol) in carbon tetrachloride (120 mL) and was refluxed for two days. After cooling, the solution was washed with water (60 mL) and 1.0M NaOH (60 mL), dried over sodium sulfate (Na2SO4), and concentrated in vacuo giving 1,1,1-trifluoro-4-(5-bromo-2-methoxyphenyl)-4-methylpentan-2-one and the starting material as 3:1 mixture (13.0 g). The reactants are C(C1=CC=CC=C1)N(C(C=O)C)CC1=CC=CC=C1 (N,N dibenzyl-2-aminopropanal), C(C)OCC (diethyl ether), C(C)[Mg]Br (ethylmagnesium bromide), C1(=CC=CC=C1)S(=O)(=O)N1C=C(C2=CC(=CC(=C12)F)F)I (N-benzenesulfonyl-3-iodo-5,7-difluoro-indole). Solvent: O1CCCC1 (tetrahydrofuran), O1CCCC1 (tetrahydrofuran). Conditions: temperature 0 celsius, time 20 minute. The product is C(C1=CC=CC=C1)N(CC1=CC=CC=C1)C(C(O)C1=CN(C2=C(C=C(C=C12)F)F)S(=O)(=O)C1=CC=CC=C1)C (2-(N,N-dibenzylamino)-1-(1-benzenesulfonyl-5,7-difluoro-1H-indol-3-yl)-propan-1-ol). Yield: 76.8%. As a reaction SMILES: C(OCC)C.C([Mg]Br)C.[C:10]1([S:16]([N:19]2[C:27]3[C:22](=[CH:23][C:24]([F:29])=[CH:25][C:26]=3[F:28])[C:21](I)=[CH:20]2)(=[O:18])=[O:17])[CH:15]=[CH:14][CH:13]=[CH:12][CH:11]=1.[CH2:31]([N:38]([CH2:43][C:44]1[CH:49]=[CH:48][CH:47]=[CH:46][CH:45]=1)[CH:39]([CH3:42])[CH:40]=[O:41])[C:32]1[CH:37]=[CH:36][CH:35]=[CH:34][CH:33]=1>O1CCCC1>[CH2:43]([N:38]([CH:39]([CH3:42])[CH:40]([C:21]1[C:22]2[C:27](=[C:26]([F:28])[CH:25]=[C:24]([F:29])[CH:23]=2)[N:19]([S:16]([C:10]2[CH:15]=[CH:14][CH:13]=[CH:12][CH:11]=2)(=[O:18])=[O:17])[CH:20]=1)[OH:41])[CH2:31][C:32]1[CH:37]=[CH:36][CH:35]=[CH:34][CH:33]=1)[C:44]1[CH:49]=[CH:48][CH:47]=[CH:46][CH:45]=1. Procedure details: A 3.0 M diethyl ether solution of ethylmagnesium bromide (7.3 ml, 21.8 mmol) is added under N2 at 0° C. to a 95 ml tetrahydrofuran solution of N-benzenesulfonyl-3-iodo-5,7-difluoro-indole (8.4 g, 20 mmol). The resulting mixture is stirred for 20 minutes at 0° C., allowed to warm to room temperature over 20 minutes, then recooled to 0° C. A 20 ml tetrahydrofuran solution of (S) N,N dibenzyl-2-aminopropanal (Syn. Lett., 1997,2, 223–224, 5.1 g, 22 mmol) is added to the reaction mixture and the resu... The reactants are O=C([O-])[O-], CC1(C)OB(c2ccc(C(F)(F)F)cc2CN(Cc2ccccc2)C(=O)C2CC2)OC1(C)C, CCOC(=O)Cc1cncc(Br)c1, COCCOC, CCOC(C)=O, [Cl-], [K+], [K+], [NH4+], c1ccc(P(c2ccccc2)(c2ccccc2)[Pd](P(c2ccccc2)(c2ccccc2)c2ccccc2)(P(c2ccccc2)(c2ccccc2)c2ccccc2)P(c2ccccc2)(c2ccccc2)c2ccccc2)cc1. The product is CCOC(=O)Cc1cncc(-c2ccc(C(F)(F)F)cc2CN(Cc2ccccc2)C(=O)C2CC2)c1. As a reaction SMILES: [C:47](=[O:48])([O-:49])[O-:50].[CH2:1]([c:2]1[cH:3][cH:4][cH:5][cH:6][cH:7]1)[N:8]([C:9](=[O:10])[CH:11]1[CH2:12][CH2:13]1)[CH2:14][c:15]1[c:16]([B:25]2[O:26][C:27]([CH3:28])([CH3:29])[C:30]([CH3:31])([CH3:32])[O:33]2)[cH:17][cH:18][c:19]([C:21]([F:22])([F:23])[F:24])[cH:20]1.[CH2:34]([CH3:35])[O:36][C:37]([CH2:38][c:39]1[cH:40][n:41][cH:42][c:43]([Br:45])[cH:44]1)=[O:46].[CH3:53][O:54][CH2:55][CH2:56][O:57][CH3:58].[CH3:61][CH2:62][O:63][C:64]([CH3:65])=[O:66].[Cl-:59].[K+:51].[K+:52].[NH4+:60].[cH:67]1[cH:68][cH:69][c:70]([P:71]([Pd:72]([P:73]([c:74]2[cH:75][cH:76][cH:77][cH:78][cH:79]2)([c:80]2[cH:81][cH:82][cH:83][cH:84][cH:85]2)[c:86]2[cH:87][cH:88][cH:89][cH:90][cH:91]2)([P:92]([c:93]2[cH:94][cH:95][cH:96][cH:97][cH:98]2)([c:99]2[cH:100][cH:101][cH:102][cH:103][cH:104]2)[c:105]2[cH:106][cH:107][cH:108][cH:109][cH:110]2)[P:111]([c:112]2[cH:113][cH:114][cH:115][cH:116][cH:117]2)([c:118]2[cH:119][cH:120][cH:121][cH:122][cH:123]2)[c:124]2[cH:125][cH:126][cH:127][cH:128][cH:129]2)([c:130]2[cH:131][cH:132][cH:133][cH:134][cH:135]2)[c:136]2[cH:137][cH:138][cH:139][cH:140][cH:141]2)[cH:142][cH:143]1>>[CH2:1]([c:2]1[cH:3][cH:4][cH:5][cH:6][cH:7]1)[N:8]([C:9](=[O:10])[CH:11]1[CH2:12][CH2:13]1)[CH2:14][c:15]1[c:16](-[c:43]2[cH:42][n:41][cH:40][c:39]([CH2:38][C:37]([O:36][CH2:34][CH3:35])=[O:46])[cH:44]2)[cH:17][cH:18][c:19]([C:21]([F:22])([F:23])[F:24])[cH:20]1.